Dataset: the Open Reaction Database (ORD), a public repository of structured organic reaction records. Task: describe an organic reaction: reactants, conditions, products, and yield The reactants are ClC1=CC=C(CNC(=O)C=2C(N=C3N(C2O)C=C(C=C3)C#CCOC3OCCCC3)=O)C=C1 (N-(4-Chlorobenzyl)-4-hydroxy-2-oxo-7-(3-(tetrahydro-2H-pyran-2-yloxy)-1-propynyl)-2H-pyrido[1,2-a]pyrimidine-3-carboxamide), Cl (HCl). The solvent is C(Cl)Cl (CH2Cl2), CO (methanol). Conditions: time 16 hour. Product: ClC1=CC=C(CNC(=O)C=2C(N=C3N(C2O)C=C(C=C3)C#CCO)=O)C=C1 (N-(4-Chlorobenzyl)-4-hydroxy-7-(3-hydroxy-1-propynyl)-2-oxo-2H-pyrido[1,2-a]-pyrimidine-3-carboxamide). The yield is 71.1%. RXN SMILES: [Cl:1][C:2]1[CH:33]=[CH:32][C:5]([CH2:6][NH:7][C:8]([C:10]2[C:11](=[O:31])[N:12]=[C:13]3[CH:20]=[CH:19][C:18]([C:21]#[C:22][CH2:23][O:24]C4CCCCO4)=[CH:17][N:14]3[C:15]=2[OH:16])=[O:9])=[CH:4][CH:3]=1.Cl>C(Cl)Cl.CO>[Cl:1][C:2]1[CH:3]=[CH:4][C:5]([CH2:6][NH:7][C:8]([C:10]2[C:11](=[O:31])[N:12]=[C:13]3[CH:20]=[CH:19][C:18]([C:21]#[C:22][CH2:23][OH:24])=[CH:17][N:14]3[C:15]=2[OH:16])=[O:9])=[CH:32][CH:33]=1. Procedure: N-(4-Chlorobenzyl)-4-hydroxy-2-oxo-7-(3-(tetrahydro-2H-pyran-2-yloxy)-1-propynyl)-2H-pyrido[1,2-a]pyrimidine-3-carboxamide (Preparation 7, 12 mg) is dissolved in CH2Cl2 and treated with 0.5 M HCl in methanol (0.5 mL). The reaction mixture is stirred for 16 h at room temperature. The mixture is concentrated, and the residue is crystallized from ether/hexanes and dried to afford 7 mg of the title compound as a brown solid. Physical characteristics: 1H NMR (CD3OD) δ9.2, 8.35, 7.75, 7.4-7.5, 4.80, 4... Starting materials: 3Zn(OH)2, N1=C(C=CC=C1)C(=O)O (picolinic acid), [OH-].[Na+] (sodium hydroxide), [OH-].[Na+] (NaOH). Reagents/catalysts: C([O-])([O-])=O.[Zn+2] (zinc carbonate). The solvent is O (water), O (H2O). Yields the product N1=C(C=CC=C1)C(=O)[O-].[Na+] (sodium picolinate). As a reaction SMILES: [N:1]1[CH:6]=[CH:5][CH:4]=[CH:3][C:2]=1[C:7]([OH:9])=[O:8].[OH-].[Na+:11]>C(=O)([O-])[O-].[Zn+2].O>[N:1]1[CH:6]=[CH:5][CH:4]=[CH:3][C:2]=1[C:7]([O-:9])=[O:8].[Na+:11] |f:1.2,3.4,6.7|. Reported procedure: An aqueous solution of sodium picolinate was prepared from 12.3 grams (100 mmol) of picolinic acid, about 4 grams of sodium hydroxide, and 50 ml of water while adjusting the solution to pH 7.2 with an amount of NaOH. With stirring, 2.84 grams (25 mmol of Zn2+) of basic zinc carbonate, 3Zn(OH)2.2ZnCO3.H2O was added to the solution. The resulting mixture indicated pH 13.8. Starting materials: ClC1=C(C=C(C=C1)[N+](=O)[O-])O (2-chloro-5-nitrophenol), C([O-])([O-])=O.[K+].[K+] (potassium carbonate), COC1=CC=C(CBr)C=C1 (4-methoxy benzyl bromide). Run in C(C)#N (acetonitrile). Reaction conditions: time 18 hour. Product: ClC1=C(C=C(C=C1)[N+](=O)[O-])OCC1=CC=C(C=C1)OC (1-chloro-2-(4-methoxybenzyloxy)-4-nitrobenzene). Yield: 88.7%. As a reaction SMILES: [Cl:1][C:2]1[CH:7]=[CH:6][C:5]([N+:8]([O-:10])=[O:9])=[CH:4][C:3]=1[OH:11].C(=O)([O-])[O-].[K+].[K+].[CH3:18][O:19][C:20]1[CH:27]=[CH:26][C:23]([CH2:24]Br)=[CH:22][CH:21]=1>C(#N)C>[Cl:1][C:2]1[CH:7]=[CH:6][C:5]([N+:8]([O-:10])=[O:9])=[CH:4][C:3]=1[O:11][CH2:24][C:23]1[CH:26]=[CH:27][C:20]([O:19][CH3:18])=[CH:21][CH:22]=1 |f:1.2.3|. Reported procedure: To a solution of 2-chloro-5-nitrophenol (10 g, 57.6 mmol) in acetonitrile (100 mL) was added potassium carbonate (11.7 g, 86 mmol) followed by 4-methoxy benzyl bromide (13.9 g, 69.1 mmol), at room temperature. The reaction mixture was stirred at room temperature for 18 h while monitoring by TLC. It was then filtered and the solid mass was washed with ethyl acetate (100 mL). The solvent was removed under reduced pressure and the residue was purified by column chromatography (60-120 mesh silica ge... Product: COC(=O)c1cc(O)c2c(c1)OC(Cc1ccccc1)C2. The reactants are COC(=O)c1cc(O)c(CC=Cc2ccccc2)c(O)c1, CCOC(C)=O, Cl. RXN SMILES: [CH3:1][O:2][C:3]([c:4]1[cH:5][c:6]([OH:20])[c:7]([CH2:11][CH:12]=[CH:13][c:14]2[cH:15][cH:16][cH:17][cH:18][cH:19]2)[c:8]([OH:10])[cH:9]1)=[O:21].[CH3:22][CH2:23][O:24][C:25]([CH3:26])=[O:27].[ClH:28]>>[CH3:1][O:2][C:3]([c:4]1[cH:5][c:6]2[c:7]([c:8]([OH:10])[cH:9]1)[CH2:11][CH:12]([CH2:13][c:14]1[cH:15][cH:16][cH:17][cH:18][cH:19]1)[O:20]2)=[O:21]. Starting materials: COC(CC1=CC(=CC(=C1)Cl)OCC1=CC=CC=C1)=O ((3-benzyloxy-5-chloro-phenyl)-acetic acid methyl ester), B(Br)(Br)Br (boron tribromide). Run in C(Cl)Cl (CH2Cl2). Run at time 2 hour. The product is COC(CC1=CC(=CC(=C1)O)Cl)=O ((3-Chloro-5-hydroxy-phenyl)-acetic acid methyl ester). RXN SMILES: [CH3:1][O:2][C:3](=[O:20])[CH2:4][C:5]1[CH:10]=[C:9]([Cl:11])[CH:8]=[C:7]([O:12]CC2C=CC=CC=2)[CH:6]=1.B(Br)(Br)Br>C(Cl)Cl>[CH3:1][O:2][C:3](=[O:20])[CH2:4][C:5]1[CH:6]=[C:7]([OH:12])[CH:8]=[C:9]([Cl:11])[CH:10]=1. Reported procedure: To (3-benzyloxy-5-chloro-phenyl)-acetic acid methyl ester (8 g, 28 mmol) in CH2Cl2 (100 mL) at 0° C. was added boron tribromide (1M in CH2Cl2; 56 mL, 56 mmol). The reaction mixture was warmed to room temperature over 30 minutes and stirred for 2 hours. Once no starting material was seen by analytical LCMS and tlc, the mixture was cooled to 0° C. and quenched with H2O (50 mL). The volume was reduced, and the residue was diluted with EtOAc (500 mL). The solid material was filtered, and the organic... Conditions: time 20 hour. The solvent is O1C(CCC1)CCO (tetrahydrofuran-ethanol). Yields the product FC(C1=CC=C(C=C1)C=1C=CC2=C(C=C(CCO2)C(=O)O)C1)(F)F (7-(4-trifluoromethylphenyl)-2,3-dihydro-1-benzoxepine-4-carboxylic acid). Procedure: To a solution of ethyl 7-(4-trifluoromethylphenyl)-2,3-dihydro-1-benzoxepine-4-carboxylate (440 mg) in tetrahydrofuran-ethanol (10-10 ml) was added 1N sodium hydroxide (4.0 ml) at room temperature, and the mixture was stirred for 20 hours and concentrated under reduced pressure. To the residue was added 1N hydrochloric acid (5 ml), and the mixture was extracted with ethyl acetate. The organic layer was washed with saturated sodium chloride solution, dried with magnesium sulfate and concentrated.... The reactants are FC(C1=CC=C(C=C1)C=1C=CC2=C(C=C(CCO2)C(=O)OCC)C1)(F)F (ethyl 7-(4-trifluoromethylphenyl)-2,3-dihydro-1-benzoxepine-4-carboxylate), [OH-].[Na+] (sodium hydroxide). RXN SMILES: [F:1][C:2]([F:26])([F:25])[C:3]1[CH:8]=[CH:7][C:6]([C:9]2[CH:10]=[CH:11][C:12]3[O:18][CH2:17][CH2:16][C:15]([C:19]([O:21]CC)=[O:20])=[CH:14][C:13]=3[CH:24]=2)=[CH:5][CH:4]=1.[OH-].[Na+]>O1CCCC1CCO>[F:25][C:2]([F:1])([F:26])[C:3]1[CH:4]=[CH:5][C:6]([C:9]2[CH:10]=[CH:11][C:12]3[O:18][CH2:17][CH2:16][C:15]([C:19]([OH:21])=[O:20])=[CH:14][C:13]=3[CH:24]=2)=[CH:7][CH:8]=1 |f:1.2|. Isolated yield 96.6%. Reactants: BrC1=CC2=C(C(=NC=3C=CNC(C23)=O)NC(C(C)(C)C)C)C=C1 (9-bromo-6-[(1,2,2-trimethylpropyl)amino]benzo[c]-1,6-naphthyridin-1(2H)-one), CN[C@@H]1CCCC[C@H]1NC (trans-(1R,2R)—N,N-bismethyl-1,2-cyclohexanediamine), [I-].[Na+] (sodium iodide). The reagents and catalysts are [Cu]I (copper(I) iodide). The solvent is C(CCC)O (Butan-1-ol). Conditions: temperature 130 celsius, time 22 hour. The product is IC1=CC2=C(C(=NC=3C=CNC(C23)=O)NC(C(C)(C)C)C)C=C1 (9-iodo-6-[(1,2,2-trimethylpropyl)amino]benzo[c]-1,6-naphthyridin-1(2H)-one). As a reaction SMILES: Br[C:2]1[CH:23]=[CH:22][C:5]2[C:6]([NH:15][CH:16]([CH3:21])[C:17]([CH3:20])([CH3:19])[CH3:18])=[N:7][C:8]3[CH:9]=[CH:10][NH:11][C:12](=[O:14])[C:13]=3[C:4]=2[CH:3]=1.[I-:24].[Na+].CN[C@H]1[C@H](NC)CCCC1>[Cu]I.C(O)CCC>[I:24][C:2]1[CH:23]=[CH:22][C:5]2[C:6]([NH:15][CH:16]([CH3:21])[C:17]([CH3:20])([CH3:19])[CH3:18])=[N:7][C:8]3[CH:9]=[CH:10][NH:11][C:12](=[O:14])[C:13]=3[C:4]=2[CH:3]=1 |f:1.2|. Procedure details: 9-bromo-6-[(1,2,2-trimethylpropyl)amino]benzo[c]-1,6-naphthyridin-1(2H)-one (120 mg, 0.31 mmol), copper(I) iodide (5.9 mg, 0.031 mmol), and sodium iodide (93 mg, 0.62 mmol) were combined in a vial. Butan-1-ol (1.0 ml) and trans-(1R,2R)—N,N-bismethyl-1,2-cyclohexanediamine (9.9 μl, 0.062 mmol) were added, and the resulting suspension was purged with argon (subsurface bubbling) for 5 min. The reaction mixture was heated to 130° C., and stirred for 22 hours. After cooling to room temperature, the r...